Dataset: the Open Reaction Database (ORD), a public repository of structured organic reaction records. Task: describe an organic reaction: reactants, conditions, products, and yield The reactants are B(Br)(Br)Br (Boron tribromide), C(C)(=O)NC1=C(N=C(N1)C1=CC=C(C=C1)OC)C (5-Acetamido-2-(p-methoxyphenyl)-4-methylimidazole). The solvent is C(Cl)Cl (Methylene chloride). Run at temperature -78 celsius, time 10 minute. Product: C(C)(=O)NC1=C(N=C(N1)C1=CC=C(C=C1)O)C (5-Acetamido-2-(p-hydroxyphenyl)-4-methylimidazole). The yield is 41.5%. Reaction SMILES: B(Br)(Br)Br.[C:5]([NH:8][C:9]1[NH:13][C:12]([C:14]2[CH:19]=[CH:18][C:17]([O:20]C)=[CH:16][CH:15]=2)=[N:11][C:10]=1[CH3:22])(=[O:7])[CH3:6]>C(Cl)Cl>[C:5]([NH:8][C:9]1[NH:13][C:12]([C:14]2[CH:19]=[CH:18][C:17]([OH:20])=[CH:16][CH:15]=2)=[N:11][C:10]=1[CH3:22])(=[O:7])[CH3:6]. Procedure details: Methylene chloride, 125 ml was stirred and cooled to -78° C. in an acetone-dry ice bath. Boron tribromide (7.5 ml, 0.079 mole) was added, followed by 42 (6.15 g, 0.025 mole). After a 10 minutes period at -78° C., the bath was removed and the mixture was stirred at ambient temperature under a CaCl2 drying tube for 18 hours. The mixture was quenched in ice and water (500 ml) and the resulting mixture was neutralized with saturated NaHCO3 solution to pH 7. The aqueous layer was separated and evapor... The reactants are CC1=NC2=C(N1C1=CC=C(OC(C(=O)OCC)CC)C=C1)C=CC(=C2)C(F)(F)F (Ethyl 2-(4-(2-methyl-5-(trifluoromethyl)benzimidazol-1-yl)phenoxy)butyrate), [OH-].[Na+] (sodium hydroxide). The solvent is C(C)O (ethanol). Yields the product CC1=NC2=C(N1C1=CC=C(OC(C(=O)O)CC)C=C1)C=CC(=C2)C(F)(F)F (2-(4-(2-methyl-5-(trifluoromethyl)benzimidazol-1-yl)phenoxy)butyric acid). As a reaction SMILES: [CH3:1][C:2]1[N:6]([C:7]2[CH:21]=[CH:20][C:10]([O:11][CH:12]([CH2:18][CH3:19])[C:13]([O:15]CC)=[O:14])=[CH:9][CH:8]=2)[C:5]2[CH:22]=[CH:23][C:24]([C:26]([F:29])([F:28])[F:27])=[CH:25][C:4]=2[N:3]=1.[OH-].[Na+]>C(O)C>[CH3:1][C:2]1[N:6]([C:7]2[CH:21]=[CH:20][C:10]([O:11][CH:12]([CH2:18][CH3:19])[C:13]([OH:15])=[O:14])=[CH:9][CH:8]=2)[C:5]2[CH:22]=[CH:23][C:24]([C:26]([F:29])([F:28])[F:27])=[CH:25][C:4]=2[N:3]=1 |f:1.2|. Procedure: A mixture of 4.0 g of 6 and 0.4 g of sodium hydroxide in 50 ml of 50% ethanol was refluxed for 45 minutes, then concentrated to dryness. The residue was mixed with water, the mixture was acidified with hydrochloric acid and extracted with ether. The ether was evaporated from the extract and the residue was recrystallized from ether-hexane to give 8, as a white solid, m.p.: 98° C. Reactants: C(C)(=O)N1C(CC2=CC=CC=C12)C1=NNC(=N1)CCC (1-acetyl-2,3-dihydro-2-(5-propyl-1H-1,2,4-triazol-3-yl)-1H-indole), [OH-].[Na+] (NaOH). The solvent is C(C)(=O)OCC (ethyl acetate), C(C)O (ethanol). Product: C(CC)C1=NC(=NN1)C1NC2=CC=CC=C2C1 (2,3-dihydro-2-(5-propyl-1H-1,2,4-triazol-3-yl)-1H-indole). Reaction SMILES: C([N:4]1[C:12]2[C:7](=[CH:8][CH:9]=[CH:10][CH:11]=2)[CH2:6][CH:5]1[C:13]1[N:17]=[C:16]([CH2:18][CH2:19][CH3:20])[NH:15][N:14]=1)(=O)C.[OH-].[Na+]>C(O)C.C(OCC)(=O)C>[CH2:18]([C:16]1[NH:15][N:14]=[C:13]([CH:5]2[CH2:6][C:7]3[C:12](=[CH:11][CH:10]=[CH:9][CH:8]=3)[NH:4]2)[N:17]=1)[CH2:19][CH3:20] |f:1.2|. Procedure: A solution of the compound 91 (0.42 g) in ethanol (25 ml) was treated with an aqueous NaOH solution (3 M, 25 mL) and the reaction mix was refluxed for 24 hours. The reaction was cooled, diluted with ethyl acetate, and treated with cold distilled water. The layers were separated and the aqueous fraction was extracted 5 times with ethyl acetate and the combined organic fractions were dried, concentrated and purified by preparatory column chromatography yielding 2,3-dihydro-2-(5-propyl-1H-1,2,4-tri... The reactants are Oc1ccccc1Cc1ccccc1, COc1cc2nccc(Cl)c2cc1OC, Clc1ccccc1Cl, O. Product: COc1cc2nccc(Oc3ccccc3Cc3ccccc3)c2cc1OC. RXN SMILES: [CH2:16]([c:17]1[cH:18][cH:19][cH:20][cH:21][cH:22]1)[c:23]1[c:24]([OH:29])[cH:25][cH:26][cH:27][cH:28]1.[Cl:1][c:2]1[cH:3][cH:4][n:5][c:6]2[cH:7][c:8]([O:14][CH3:15])[c:9]([O:12][CH3:13])[cH:10][c:11]12.[Cl:31][c:32]1[cH:33][cH:34][cH:35][cH:36][c:37]1[Cl:38].[OH2:30]>>[c:2]1([O:29][c:24]2[c:23]([CH2:16][c:17]3[cH:18][cH:19][cH:20][cH:21][cH:22]3)[cH:28][cH:27][cH:26][cH:25]2)[cH:3][cH:4][n:5][c:6]2[cH:7][c:8]([O:14][CH3:15])[c:9]([O:12][CH3:13])[cH:10][c:11]12.